From a dataset of the Open Reaction Database (ORD), a public repository of structured organic reaction records. describe an organic reaction: reactants, conditions, products, and yield The reactants are COc1ccc(Cn2c(-c3ccccc3)c(-c3ccccc3)c3c(NCCN4CCOCC4)ncnc32)c(OC)c1, O=C(O)C(F)(F)F. The product is c1ccc(-c2[nH]c3ncnc(NCCN4CCOCC4)c3c2-c2ccccc2)cc1. Reaction SMILES: [CH3:1][O:2][c:3]1[cH:4][c:5]([O:36][CH3:37])[cH:38][cH:39][c:40]1[CH2:41][n:6]1[c:7](-[c:30]2[cH:31][cH:32][cH:33][cH:34][cH:35]2)[c:8](-[c:24]2[cH:25][cH:26][cH:27][cH:28][cH:29]2)[c:9]2[c:10]1[n:11][cH:12][n:13][c:14]2[NH:15][CH2:16][CH2:17][N:18]1[CH2:19][CH2:20][O:21][CH2:22][CH2:23]1.[OH:42][C:43]([C:44]([F:45])([F:46])[F:47])=[O:48]>>[nH:6]1[c:7](-[c:30]2[cH:31][cH:32][cH:33][cH:34][cH:35]2)[c:8](-[c:24]2[cH:25][cH:26][cH:27][cH:28][cH:29]2)[c:9]2[c:10]1[n:11][cH:12][n:13][c:14]2[NH:15][CH2:16][CH2:17][N:18]1[CH2:19][CH2:20][O:21][CH2:22][CH2:23]1. Starting materials: N1([C@H](C(=O)O)CCC1)C(=O)OCC1=CC=CC=C1 (CBZ-L-Pro-OH), CN(C)C=O (DMF), C(C(=O)Cl)(=O)Cl (oxalyl chloride). Solvent: C(Cl)Cl (methylene chloride). Run at time 30 minute. The product is C(=O)(OCC1=CC=CC=C1)N1[C@H](C(=O)Cl)CCC1 (N-carbobenzoxy-L-prolyl chloride). RXN SMILES: [N:1]1([C:9]([O:11][CH2:12][C:13]2[CH:18]=[CH:17][CH:16]=[CH:15][CH:14]=2)=[O:10])[CH2:8][CH2:7][CH2:6][C@H:2]1[C:3](O)=[O:4].CN(C=O)C.C(Cl)(=O)C([Cl:27])=O>C(Cl)Cl>[C:9]([N:1]1[CH2:8][CH2:7][CH2:6][C@H:2]1[C:3]([Cl:27])=[O:4])([O:11][CH2:12][C:13]1[CH:18]=[CH:17][CH:16]=[CH:15][CH:14]=1)=[O:10]. Procedure details: To a stirred solution of CBZ-L-Pro-OH (0.62 g, 2.49 mmol) and a drop of DMF in methylene chloride (10 ml) under argon was added oxalyl chloride (0.26 ml; 2.99 mmol) which resulted in a vigorous evolution of gas. After the evolution of gas ceased, the reaction was stirred for an additional 30 minutes. The reaction was then concentrated to give, as a light yellow oil, N-carbobenzoxy-L-prolyl chloride (CBZ-L-Pro-Cl). The reactants are NS(=O)(=O)CCCC(=O)O (4-(aminosulfonyl)butanoic acid), CCN(C(C)C)C(C)C (DIPEA), CC(N=C=NC(C)C)C (DIC), C=1C=CC2=C(C1)N=NN2O (HOBT), C1(CCCCC1)C=1C=2C=CC(=CC2N2C[C@H](COC3=C(C21)C=CC=C3)N(CCNC)C)C(=O)OC (methyl(7R)-14-cyclohexyl-7-{methyl[2-(methylamino)ethyl]amino}-7,8-dihydro-6H-indolo[1,2-e][1,5]benzoxazocine-11-carboxylate). The solvent is CN(C)C=O (DMF). Reaction conditions: time 8 hour. Yields the product NS(=O)(=O)CCCC(=O)N(CCN([C@H]1COC2=C(C=3N(C1)C=1C=C(C=CC1C3C3CCCCC3)C(=O)OC)C=CC=C2)C)C (methyl(7R)-7-[{2-[[4-(aminosulfonyl)butanoyl](methyl)amino]ethyl}(methyl)-amino]-14-cyclohexyl-7,8-dihydro-6H-indolo[1,2-e][1,5]benzoxazocine-11-carboxylate). Reaction SMILES: [NH2:1][S:2]([CH2:5][CH2:6][CH2:7][C:8]([OH:10])=O)(=[O:4])=[O:3].CCN(C(C)C)C(C)C.CC(C)N=C=NC(C)C.C1C=CC2N(O)N=NC=2C=1.[CH:39]1([C:45]2[C:46]3[CH:47]=[CH:48][C:49]([C:70]([O:72][CH3:73])=[O:71])=[CH:50][C:51]=3[N:52]3[C:59]=2[C:58]2[CH:60]=[CH:61][CH:62]=[CH:63][C:57]=2[O:56][CH2:55][C@H:54]([N:64]([CH3:69])[CH2:65][CH2:66][NH:67][CH3:68])[CH2:53]3)[CH2:44][CH2:43][CH2:42][CH2:41][CH2:40]1>CN(C=O)C>[NH2:1][S:2]([CH2:5][CH2:6][CH2:7][C:8]([N:67]([CH3:68])[CH2:66][CH2:65][N:64]([CH3:69])[C@@H:54]1[CH2:53][N:52]2[C:51]3[CH:50]=[C:49]([C:70]([O:72][CH3:73])=[O:71])[CH:48]=[CH:47][C:46]=3[C:45]([CH:39]3[CH2:40][CH2:41][CH2:42][CH2:43][CH2:44]3)=[C:59]2[C:58]2[CH:60]=[CH:61][CH:62]=[CH:63][C:57]=2[O:56][CH2:55]1)=[O:10])(=[O:4])=[O:3]. Procedure details: 4-(aminosulfonyl)butanoic acid (1.2 eq.), DIPEA (2 eq.), DIC (1.1 eq.) and HOBT (1.1 eq.) were added to a solution of methyl(7R)-14-cyclohexyl-7-{methyl[2-(methylamino)ethyl]amino}-7,8-dihydro-6H-indolo[1,2-e][1,5]benzoxazocine-11-carboxylate (0.07 M) in DMF. The reaction was stirred under N2 at RT overnight. The mixture was then partitioned between sat. aq. NaHCO3 and EtOAc. The combined organics were washed with 1N HCl followed by brine, dried (Na2SO4), filtered and concentrated in vacuo. The ... Reactants: CCOc1cc(C(C)(C)C)ncc1C1=NC(C)(c2ccc(Cl)cc2)C(C)(c2ccc(Cl)cc2)N1C(=O)N1CCC(CC(=O)O)CC1, CC(C)c1ccc(N)cc1. Yields the product CCOc1cc(C(C)(C)C)ncc1C1=NC(C)(c2ccc(Cl)cc2)C(C)(c2ccc(Cl)cc2)N1C(=O)N1CCC(CC(=O)Nc2ccc(C(C)C)cc2)CC1. Reaction SMILES: [C:1]([CH3:2])([CH3:3])([CH3:4])[c:5]1[cH:6][c:7]([O:44][CH2:45][CH3:46])[c:8]([C:11]2=[N:15][C:14]([CH3:16])([c:17]3[cH:18][cH:19][c:20]([Cl:23])[cH:21][cH:22]3)[C:13]([CH3:24])([c:25]3[cH:26][cH:27][c:28]([Cl:31])[cH:29][cH:30]3)[N:12]2[C:32](=[O:33])[N:34]2[CH2:35][CH2:36][CH:37]([CH2:40][C:41](=[O:42])[OH:43])[CH2:38][CH2:39]2)[cH:9][n:10]1.[CH:47]([CH3:48])([CH3:49])[c:50]1[cH:51][cH:52][c:53]([NH2:54])[cH:55][cH:56]1>>[C:1]([CH3:2])([CH3:3])([CH3:4])[c:5]1[cH:6][c:7]([O:44][CH2:45][CH3:46])[c:8]([C:11]2=[N:15][C:14]([CH3:16])([c:17]3[cH:18][cH:19][c:20]([Cl:23])[cH:21][cH:22]3)[C:13]([CH3:24])([c:25]3[cH:26][cH:27][c:28]([Cl:31])[cH:29][cH:30]3)[N:12]2[C:32](=[O:33])[N:34]2[CH2:35][CH2:36][CH:37]([CH2:40][C:41](=[O:43])[NH:54][c:53]3[cH:52][cH:51][c:50]([CH:47]([CH3:48])[CH3:49])[cH:56][cH:55]3)[CH2:38][CH2:39]2)[cH:9][n:10]1.